From a dataset of the Open Reaction Database (ORD), a public repository of structured organic reaction records. describe an organic reaction: reactants, conditions, products, and yield Reactants: ClC1=CC=C(C=C1)N1NC(C(C1=O)=O)C1=CC=C(C=C1)OC (1-(4′-chlorophenyl)-3-(4′-methoxyphenyl)-4,5-pyrazolinedione), ClC1=CC=C(C=C1)N1NC(C(C1=O)=O)C (1-(4′-chlorophenyl)-3-methyl-4,5-pyrazolinedione), ClC1=CC=C(C=C1)N1NC(C(C1=O)=O)C1=CC(=CC=C1)OC (1-(4′-chlorophenyl)-3-(3′-methoxyphenyl)-4,5-pyrazolinedione), ClC1=CC=C(C=C1)N1NC(C(C1=O)=O)OC (1-(4′-chlorophenyl)-3-methoxy-4,5-pyrazolinedione), ClC1=CC=C(C=C1)N1NC(C(C1=O)=O)C1=CC=CC=C1 (1-(4′-chlorophenyl)-3-phenyl-4,5-pyrazolinedione), ClC1=CC=C(C=C1)N1NC(C(C1=O)=O)C1=CC=C(C=C1)C (1-(4′-chlorophenyl)-3-(4′-methylphenyl)-4,5-pyrazolinedione), ClC1=CC=C(C=C1)N1NC(C(C1=O)=O)C1=CC(=CC=C1)[N+](=O)[O-] (1-(4′-chlorophenyl)-3-(3′-nitrophenyl)-4,5-pyrazolinedione). Yields the product ClC1=CC=C(C=C1)N1NCC(C1=O)=O (1-(4′-chlorophenyl)-4,5-pyrazolinedione). As a reaction SMILES: [Cl:1][C:2]1[CH:7]=[CH:6][C:5]([N:8]2[C:12](=[O:13])[C:11](=[O:14])[CH:10](C)[NH:9]2)=[CH:4][CH:3]=1.ClC1C=CC(N2C(=O)C(=O)C(C3C=CC=CC=3)N2)=CC=1.ClC1C=CC(N2C(=O)C(=O)C(C3C=CC(C)=CC=3)N2)=CC=1.ClC1C=CC(N2C(=O)C(=O)C(C3C=CC=C(OC)C=3)N2)=CC=1.ClC1C=CC(N2C(=O)C(=O)C(C3C=CC(OC)=CC=3)N2)=CC=1.ClC1C=CC(N2C(=O)C(=O)C(C3C=CC=C([N+]([O-])=O)C=3)N2)=CC=1.ClC1C=CC(N2C(=O)C(=O)C(OC)N2)=CC=1>>[Cl:1][C:2]1[CH:3]=[CH:4][C:5]([N:8]2[C:12](=[O:13])[C:11](=[O:14])[CH2:10][NH:9]2)=[CH:6][CH:7]=1. Procedure: 1-(4′-chlorophenyl)-3-methyl-4,5-pyrazolinedione; 1-(4′-chlorophenyl)-3-phenyl-4,5-pyrazolinedione; 1-(4′-chlorophenyl)-3-(4′-methylphenyl)-4,5-pyrazolinedione; 1-(4′-chlorophenyl)-3-(3′-methoxyphenyl)-4,5-pyrazolinedione; 1-(4′-chlorophenyl)-3-(4′-methoxyphenyl)-4,5-pyrazolinedione; 1-(4′-chlorophenyl)-3-(3′-nitrophenyl)-4,5-pyrazolinedione; 1-(4′-chlorophenyl)-3-methoxy-4,5-pyrazolinedione;